Dataset: the Open Reaction Database (ORD), a public repository of structured organic reaction records. Task: describe an organic reaction: reactants, conditions, products, and yield Starting materials: O[C@@H]1[C@H](C[C@@H]2CC[C@H]3[C@@H]4CC[C@@H]([C@@]4(C)C[C@H]([C@@H]3[C@]2(C1)C)NCCC(C)C)C(=O)OCCC)O (propyl 2β,3α-dihydroxy-11α-(3-methylbutylamino)-5α-androstane-17β-carboxylate), S(O)(O)(=O)=O (sulphuric acid). Run in CO (methanol). Product: O[C@@H]1[C@H](C[C@@H]2CC[C@H]3[C@@H]4CC[C@@H]([C@@]4(C)C[C@H]([C@@H]3[C@]2(C1)C)NCCC(C)C)C(=O)OC)O (Methyl 2β,3α-dihydroxy-11α-(3-methylbutylamino)-5α-androstane-17β-carboxylate). Yield: 85.2%. Reaction SMILES: [OH:1][C@H:2]1[CH2:19][C@@:18]2([CH3:20])[C@@H:5]([CH2:6][CH2:7][C@@H:8]3[C@@H:17]2[C@H:16]([NH:21][CH2:22][CH2:23][CH:24]([CH3:26])[CH3:25])[CH2:15][C@@:13]2([CH3:14])[C@H:9]3[CH2:10][CH2:11][C@@H:12]2[C:27]([O:29][CH2:30]CC)=[O:28])[CH2:4][C@@H:3]1[OH:33].S(=O)(=O)(O)O>CO>[OH:1][C@H:2]1[CH2:19][C@@:18]2([CH3:20])[C@@H:5]([CH2:6][CH2:7][C@@H:8]3[C@@H:17]2[C@H:16]([NH:21][CH2:22][CH2:23][CH:24]([CH3:26])[CH3:25])[CH2:15][C@@:13]2([CH3:14])[C@H:9]3[CH2:10][CH2:11][C@@H:12]2[C:27]([O:29][CH3:30])=[O:28])[CH2:4][C@@H:3]1[OH:33]. Reported procedure: A solution of propyl 2β,3α-dihydroxy-11α-(3-methylbutylamino)-5α-androstane-17β-carboxylate (100 mg) in methanol (10 ml) was heated at 100° C. with concentrated sulphuric acid (0.2 ml) for 48 h. The cooled mixture was evaporated, the residue brought to pH 10 by the addition of 0.88 ammonia solution and extracted with ethyl acetate (3×). The extracts were washed with water, dried and evaporated to give the title compound (80 mg), [α]D +22.4°.